From a dataset of the Open Reaction Database (ORD), a public repository of structured organic reaction records. describe an organic reaction: reactants, conditions, products, and yield Reactants: Cc1ccc(COCCC2CCN(C(=O)OC(C)(C)C)CC2)cc1, CO. Yields the product Cc1ccc(COCCC2CCNCC2)cc1. Reaction SMILES: [C:1]([O:2][C:3](=[O:4])[N:8]1[CH2:9][CH2:10][CH:11]([CH2:14][CH2:15][O:16][CH2:17][c:18]2[cH:19][cH:20][c:21]([CH3:24])[cH:22][cH:23]2)[CH2:12][CH2:13]1)([CH3:5])([CH3:6])[CH3:7].[CH3:25][OH:26]>>[NH:8]1[CH2:9][CH2:10][CH:11]([CH2:14][CH2:15][O:16][CH2:17][c:18]2[cH:19][cH:20][c:21]([CH3:24])[cH:22][cH:23]2)[CH2:12][CH2:13]1.